Task: describe an organic reaction: reactants, conditions, products, and yield. Dataset: the Open Reaction Database (ORD), a public repository of structured organic reaction records Starting materials: C(C)OCC (Diethyl ether), C(CCCCCCCCCCCCCCCCC)OCC(O)COC(C1=CC=CC=C1)(C1=CC=CC=C1)C1=CC=CC=C1 (1-O-octadecyl-3-O-tritylglycerol), C1(=CC=C(C=C1)S(=O)(=O)Cl)C (p-toluenesulfonyl chloride). The solvent is O (water), O (water). Run at temperature 4 celsius. Product: C(CCCCCCCCCCCCCCCCC)OCC(OS(=O)(=O)C1=CC=C(C=C1)C)COC(C1=CC=CC=C1)(C1=CC=CC=C1)C1=CC=CC=C1 (1-O-octadecyl-2-O-p-toluenesulfonyl-3-O-tritylglycerol). Reaction SMILES: [CH2:1]([O:19][CH2:20][CH:21]([CH2:23][O:24][C:25]([C:38]1[CH:43]=[CH:42][CH:41]=[CH:40][CH:39]=1)([C:32]1[CH:37]=[CH:36][CH:35]=[CH:34][CH:33]=1)[C:26]1[CH:31]=[CH:30][CH:29]=[CH:28][CH:27]=1)[OH:22])[CH2:2][CH2:3][CH2:4][CH2:5][CH2:6][CH2:7][CH2:8][CH2:9][CH2:10][CH2:11][CH2:12][CH2:13][CH2:14][CH2:15][CH2:16][CH2:17][CH3:18].[C:44]1([CH3:54])[CH:49]=[CH:48][C:47]([S:50](Cl)(=[O:52])=[O:51])=[CH:46][CH:45]=1.C(OCC)C>O>[CH2:1]([O:19][CH2:20][CH:21]([CH2:23][O:24][C:25]([C:38]1[CH:39]=[CH:40][CH:41]=[CH:42][CH:43]=1)([C:32]1[CH:33]=[CH:34][CH:35]=[CH:36][CH:37]=1)[C:26]1[CH:31]=[CH:30][CH:29]=[CH:28][CH:27]=1)[O:22][S:50]([C:47]1[CH:48]=[CH:49][C:44]([CH3:54])=[CH:45][CH:46]=1)(=[O:52])=[O:51])[CH2:2][CH2:3][CH2:4][CH2:5][CH2:6][CH2:7][CH2:8][CH2:9][CH2:10][CH2:11][CH2:12][CH2:13][CH2:14][CH2:15][CH2:16][CH2:17][CH3:18]. Procedure: A solution of 1-O-octadecyl-3-O-tritylglycerol (173.51 g, 295.63 mmol) in 895 mL water free pyridine is added to a solution of p-toluenesulfonyl chloride (88.49 g, 464.15 mmol) in 670 mL water-free pyridine with constant stirring. The reaction mixture is kept at ambient temperature (20°-23° C.) for two days. Diethyl ether (2.8 L) is added to this reaction mixture and the organic phase is washed six times with water, twice with diluted aqueous sodium carbonate, and then washed with water until ne... Starting materials: O(CCNC(=S)[S-])CCNC(=S)[S-].[NH4+].[NH4+] (diammonium(oxydi-2,1-ethanediyl)biscarbamodithioate), ZnSO4.7H2O, MnSO4.7H2O. Solvent: O (H2O), O (H2O). Conditions: time 30 minute. Yields the product O(CCNC(=S)[S-])CCNC(=S)[S-].[NH4+].[NH4+] (diammonium(oxydi-2,1-ethanediyl)biscarbamodithioate), O(CCNC(=S)[S-])CCNC(=S)[S-] ((oxydi-2,1-ethanediyl)biscarbamodithioate). RXN SMILES: [O:1]([CH2:8][CH2:9][NH:10][C:11]([S-:13])=[S:12])[CH2:2][CH2:3][NH:4][C:5]([S-:7])=[S:6].[NH4+:14].[NH4+]>O>[O:1]([CH2:8][CH2:9][NH:10][C:11]([S-:13])=[S:12])[CH2:2][CH2:3][NH:4][C:5]([S-:7])=[S:6].[NH4+:14].[NH4+:4].[O:1]([CH2:8][CH2:9][NH:10][C:11]([S-:13])=[S:12])[CH2:2][CH2:3][NH:4][C:5]([S-:7])=[S:6] |f:0.1.2,4.5.6|. Procedure details: To a solution of 10.15 g (0.0351 mole) of Compound 1 in 200 ml H2O was added, with stirring and over a period of 30 minutes, a solution of 9.67 g (0.336 mole) ZnSO4.7H2O and 0.30 g (0.018 mole) MnSO4.7H2O dissolved in 25 ml H2O. The resulting precipitate was filtered, washed once with water and once with methanol, and dried under vacuum in a dessicator for 7 hours, to yield 10.8 g (96.5 percent of theory, calculated from Compound 1) of the titled compound as a fine purple powder. Reactants: CC(C)(C)OC(=O)N1CCCCC1Cc1nc2cc(F)c(F)cc2[nH]1, CN(C)C=O, [H-], CI, [Na+], O. Yields the product Cn1c(CC2CCCCN2C(=O)OC(C)(C)C)nc2cc(F)c(F)cc21. Reaction SMILES: [C:3]([CH3:4])([CH3:5])([CH3:6])[O:7][C:8](=[O:9])[N:10]1[CH:11]([CH2:16][c:17]2[n:18][c:19]3[c:20]([nH:21]2)[cH:22][c:23]([F:27])[c:24]([F:26])[cH:25]3)[CH2:12][CH2:13][CH2:14][CH2:15]1.[CH3:30][N:31]([CH3:32])[CH:33]=[O:34].[H-:1].[I:28][CH3:29].[Na+:2].[OH2:35]>>[C:3]([CH3:4])([CH3:5])([CH3:6])[O:7][C:8](=[O:9])[N:10]1[CH:11]([CH2:16][c:17]2[n:18]([CH3:29])[c:19]3[c:20]([n:21]2)[cH:22][c:23]([F:27])[c:24]([F:26])[cH:25]3)[CH2:12][CH2:13][CH2:14][CH2:15]1. Starting materials: BrC=1NC(=C(N1)C)C(=O)OC(C)C (isopropyl 2-bromo-4-methyl-5-imidazolecarboxylate), N1(NCCCCCCCCC1)C1CCCCCCCCCC1 (diazabicycloundecane), BrC(C)C (2-bromopropane). Solvent: C1=CC=CC=C1 (benzene). The product is C(C)(C)N1C(=NC(=C1C(=O)OC(C)C)C)Br (isopropyl 1-isopropyl-2-bromo-4-methyl-5-imidazolecarboxylate), desired product. Yield: 20.0%. Reaction SMILES: [Br:1][C:2]1[NH:3][C:4]([C:8]([O:10][CH:11]([CH3:13])[CH3:12])=[O:9])=[C:5]([CH3:7])[N:6]=1.N1(C2CCCCCCCCCC2)CCCCCC[CH2:18][CH2:17][CH2:16]N1.BrC(C)C>C1C=CC=CC=1>[CH:17]([N:3]1[C:4]([C:8]([O:10][CH:11]([CH3:13])[CH3:12])=[O:9])=[C:5]([CH3:7])[N:6]=[C:2]1[Br:1])([CH3:18])[CH3:16]. Procedure: To a solution of 2 g (8.1×10-3 moles) of isopropyl 2-bromo-4-methyl-5-imidazolecarboxylate in 20 ml of benzene was added 1.2 ml (8.2×10-3 moles) of diazabicycloundecane, followed by 1.0 g. (8.1×10-3 moles) of 2-bromopropane. The resulting mixture was heated to reflux overnight, cooled to room temperature and filtered. Concentration in vacuo gave a golden oil. This residue was purified by medium pressure liquid chromatography on silica gel to yield 1.6 g (70%) isopropyl 1-isopropyl-2-bromo-4-meth... Starting materials: C([O-])(O)=O.[Na+] (sodium bicarbonate), ClC(=O)OCC1=CC=CC=C1 (benzyl chloroformate), N[C@H]1[C@@H](CC2=CC=CC=C2C1)O (trans 3-amino-2-hydroxy-1,2,3,4-tetrahydronaphthalene). Run in C(C)O (ethanol). Run at time 4 hour. The product is C(C1=CC=CC=C1)OC(=O)N[C@H]1[C@@H](CC2=CC=CC=C2C1)O (Trans 3-benzyloxycarbonylamino-2-hydroxy-1,2,3,4-tetrahydronaphthalene). Reaction SMILES: [NH2:1][C@@H:2]1[CH2:11][C:10]2[C:5](=[CH:6][CH:7]=[CH:8][CH:9]=2)[CH2:4][C@H:3]1[OH:12].C(=O)(O)[O-].[Na+].Cl[C:19]([O:21][CH2:22][C:23]1[CH:28]=[CH:27][CH:26]=[CH:25][CH:24]=1)=[O:20]>C(O)C>[CH2:22]([O:21][C:19]([NH:1][C@@H:2]1[CH2:11][C:10]2[C:5](=[CH:6][CH:7]=[CH:8][CH:9]=2)[CH2:4][C@H:3]1[OH:12])=[O:20])[C:23]1[CH:28]=[CH:27][CH:26]=[CH:25][CH:24]=1 |f:1.2|. Procedure details: To a solution of trans 3-amino-2-hydroxy-1,2,3,4-tetrahydronaphthalene (2.2 g, 72% pure) in ethanol (135 mL) stirring at room temperature under nitrogen was added sodium bicarbonate (2.2 g) and benzyl chloroformate (2.12 mL). After 4 h, the reaction mixture was concentrated under reduced pressure and purified by silica gel chromatography eluting with a step-wise gradient of 30-70% ethyl acetate in hexane to provide the title compound (2.0 g) as a white solid.